Dataset: the Open Reaction Database (ORD), a public repository of structured organic reaction records. Task: describe an organic reaction: reactants, conditions, products, and yield Starting materials: Cl (hydrochloric acid), aqueous solution, [OH-].[K+] (potassium hydroxide), C(C)OC(=O)COC1=C(C(C=CC2=CC=C(C=C2)OC)=O)C(=CC(=C1)OC)OC (2'-ethoxycarbonylmethoxy-4,4',6'-trimethoxychalcone). Solvent: O1CCOCC1 (dioxane). Conditions: time 1 hour. Product: C(=O)(O)COC1=C(C(C=CC2=CC=C(C=C2)OC)=O)C(=CC(=C1)OC)OC (2'-carboxymethoxy-4,4',6'-trimethoxychalcone). The yield is 81.2%. RXN SMILES: C([O:3][C:4]([CH2:6][O:7][C:8]1[CH:25]=[C:24]([O:26][CH3:27])[CH:23]=[C:22]([O:28][CH3:29])[C:9]=1[C:10](=[O:21])[CH:11]=[CH:12][C:13]1[CH:18]=[CH:17][C:16]([O:19][CH3:20])=[CH:15][CH:14]=1)=[O:5])C.[OH-].[K+].Cl>O1CCOCC1>[C:4]([CH2:6][O:7][C:8]1[CH:25]=[C:24]([O:26][CH3:27])[CH:23]=[C:22]([O:28][CH3:29])[C:9]=1[C:10](=[O:21])[CH:11]=[CH:12][C:13]1[CH:14]=[CH:15][C:16]([O:19][CH3:20])=[CH:17][CH:18]=1)([OH:5])=[O:3] |f:1.2|. Procedure details: Then, 15.1 g of 2'-ethoxycarbonylmethoxy-4,4',6'-trimethoxychalcone was dissolved in 80 ml of dioxane, and 80 ml of a 5% aqueous solution of potassium hydroxide was added to the solution and the mixture was stirred at room temperature for 1 hour to effect a reaction. After the reaction, the reaction mixture was made acidic by hydrochloric acid, extracted with ethyl acetate and filtered, and the solvent was removed from the filtrate by distillation. The residue was recrystallized from a mixed sol... The reactants are ClC1=CC=NC=2NC(N(CC21)CC2=CC=C(C=C2)OC)=O (5-chloro-3-(4-methoxybenzyl)-3,4-dihydropyrido [2,3-d] pyrimidin-2 (1H)-one), C(=O)([O-])[O-].[K+].[K+] (K2CO3), FC1=C(C=CC(=C1)F)B(O)O (2,4-difluorophenylboronic acid), COC=1C=CC=C(C1C=2C=CC=CC2P(C3CCCCC3)C4CCCCC4)OC (S-Phos). Reagents/catalysts: CC(=O)[O-].CC(=O)[O-].[Pd+2] (Pd(OAc)2). The solvent is O1CCOCC1 (dioxane). Run at temperature 100 celsius, time 8 hour. The product is FC1=C(C=CC(=C1)F)C1=CC=NC=2NC(N(CC21)CC2=CC=C(C=C2)OC)=O (5-(2,4-difluorophenyl)-3-(4-methoxybenzyl)-3,4-dihydropyrido[2,3-d]pyrimidin-2(1H)-one). Yield: 7.0%. As a reaction SMILES: Cl[C:2]1[C:11]2[CH2:10][N:9]([CH2:12][C:13]3[CH:18]=[CH:17][C:16]([O:19][CH3:20])=[CH:15][CH:14]=3)[C:8](=[O:21])[NH:7][C:6]=2[N:5]=[CH:4][CH:3]=1.[F:22][C:23]1[CH:28]=[C:27]([F:29])[CH:26]=[CH:25][C:24]=1B(O)O.COC1C=CC=C(OC)C=1C1C=CC=CC=1P(C1CCCCC1)C1CCCCC1.C([O-])([O-])=O.[K+].[K+]>O1CCOCC1.CC([O-])=O.CC([O-])=O.[Pd+2]>[F:22][C:23]1[CH:28]=[C:27]([F:29])[CH:26]=[CH:25][C:24]=1[C:2]1[C:11]2[CH2:10][N:9]([CH2:12][C:13]3[CH:18]=[CH:17][C:16]([O:19][CH3:20])=[CH:15][CH:14]=3)[C:8](=[O:21])[NH:7][C:6]=2[N:5]=[CH:4][CH:3]=1 |f:3.4.5,7.8.9|. Procedure details: 1 (65 mg, 0.21 mmol), 2,4-difluorophenylboronic acid (101 mg, 0.64 mmol), Pd(OAc)2 (5 mg, 0.02 mmol), S-Phos (18 mg, 0.04 mmol), and K2CO3 (88 mg; 0.64 mmol) were suspended in dioxane (2 mL), and stirred overnight at 100° C. The crude product was purified directly via HPLC to provide 127 (7% yield). LC-MS (M+H=382, obsd.=382). Reactants: C(C)(=O)[O-].[NH4+] (Ammonium acetate), C(C)(C)(C)[N+]#[C-] (tert-butyl isocyanide), COC1(CC(C1)C(CCC=C)=O)OC (1-(3,3-dimethoxycyclobutyl)pent-4-en-1-one), FC(CO)(F)F (2,2,2-trifluoroethanol). Solvent: C(C)(=O)OCC (ethyl acetate). Reaction conditions: time 3 day. Yields the product C(C)(=O)NC(C(=O)NC(C)(C)C)(CCC=C)C1CC(C1)(OC)OC (2-acetamido-N-tert-butyl-2-(3,3-dimethoxycyclobutyl)hex-5-enamide). Yield: 79.0%. RXN SMILES: [CH3:1][O:2][C:3]1([O:13][CH3:14])[CH2:6][CH:5]([C:7](=O)[CH2:8][CH2:9][CH:10]=[CH2:11])[CH2:4]1.[C:15]([O-:18])(=O)[CH3:16].[NH4+:19].[C:20]([N+:24]#[C-])([CH3:23])([CH3:22])[CH3:21].FC(F)(F)[CH2:28][OH:29]>C(OCC)(=O)C>[C:15]([NH:19][C:7]([CH:5]1[CH2:6][C:3]([O:13][CH3:14])([O:2][CH3:1])[CH2:4]1)([CH2:8][CH2:9][CH:10]=[CH2:11])[C:28]([NH:24][C:20]([CH3:23])([CH3:22])[CH3:21])=[O:29])(=[O:18])[CH3:16] |f:1.2|. Procedure details: 1-(3,3-dimethoxycyclobutyl)pent-4-en-1-one (3.0, 15.1) was dissolved in 2,2,2-trifluoroethanol (7 mL). Ammonium acetate (4.66 g, 60.5 mmol) and tert-butyl isocyanide (3.40 mL, 30.3 mmol) were added and the reaction was stirred 3 days at room temperature. The reaction was diluted with ethyl acetate, washed successively with water, saturated aqueous sodium chloride, dried over MgSO4, and concentrated in vacuo. The residue was chromatographed on silica gel eluting with 20-100% ethyl acetate in hept... Starting materials: CC(C)C(=O)Nc1cccc(C2CCNCC2)c1, O=Cc1c[nH]nc1-c1ccc(C(F)(F)F)cc1. Product: CC(C)C(=O)Nc1cccc(C2CCN(Cc3c[nH]nc3-c3ccc(C(F)(F)F)cc3)CC2)c1. RXN SMILES: [CH3:18][CH:19]([C:20](=[O:21])[NH:22][c:23]1[cH:24][c:25]([CH:29]2[CH2:30][CH2:31][NH:32][CH2:33][CH2:34]2)[cH:26][cH:27][cH:28]1)[CH3:35].[F:1][C:2]([c:3]1[cH:4][cH:5][c:6](-[c:9]2[n:10][nH:11][cH:12][c:13]2[CH:14]=[O:15])[cH:7][cH:8]1)([F:16])[F:17]>>[F:1][C:2]([c:3]1[cH:4][cH:5][c:6](-[c:9]2[n:10][nH:11][cH:12][c:13]2[CH2:14][N:32]2[CH2:31][CH2:30][CH:29]([c:25]3[cH:24][c:23]([NH:22][C:20]([CH:19]([CH3:18])[CH3:35])=[O:21])[cH:28][cH:27][cH:26]3)[CH2:34][CH2:33]2)[cH:7][cH:8]1)([F:16])[F:17]. Reactants: C(=O)(C(=O)OCC)NS(=O)(=O)C=1C2=C(C=3NC(C(N(C3C1)O)=O)=O)CCCC2 (6-ethoxalylaminosulfonyl-7,8,9,10-tetrahydro-4-hydroxybenzo[f]quinoxaline-2,3(1H,4H)-dione). Run in Cl (hydrochloric acid). Reaction conditions: temperature 0 celsius, time 1.5 hour. Yields the product ON1C(C(NC=2C3=C(C(=CC12)S(N)(=O)=O)CCCC3)=O)=O (7,8,9,10-Tetrahydro-4-hydroxy-6-sulfamoylbenzo[f]quinoxaline-2,3(1H,4H)-dione). Yield: 89.9%. As a reaction SMILES: C([NH:8][S:9]([C:12]1[C:13]2[CH2:28][CH2:27][CH2:26][CH2:25][C:14]=2[C:15]2[NH:16][C:17](=[O:24])[C:18](=[O:23])[N:19]([OH:22])[C:20]=2[CH:21]=1)(=[O:11])=[O:10])(C(OCC)=O)=O>Cl>[OH:22][N:19]1[C:20]2[CH:21]=[C:12]([S:9](=[O:10])(=[O:11])[NH2:8])[C:13]3[CH2:28][CH2:27][CH2:26][CH2:25][C:14]=3[C:15]=2[NH:16][C:17](=[O:24])[C:18]1=[O:23]. Procedure details: A suspension of 6-ethoxalylaminosulfonyl-7,8,9,10-tetrahydro-4-hydroxybenzo[f]quinoxaline-2,3(1H,4H)-dione (0.20 g, 0.5 mmol) in 7 ml of conc. hydrochloric acid was heated to reflux with stirring for 1.5 h. The mixture was cooled to 0° C. and filtered. The isolated product was washed with water and dried to give 0.14 g (66%) of the title compound. Reactants: C(#N)C=1C(=CC(=NC1)OC)B(O)O (5-cyano-2-methoxypyridin-4-ylboronic acid), BrC1=C(C#N)C=CC(=C1)Cl (2-bromo-4-chlorobenzonitrile), [1,1-bis(diphenylphosphino)ferrocene]palladium(II) chloride dichloromethane. Product: ClC=1C=CC(=C(C1)C1=C(C=NC(=C1)OC)C#N)C#N (4-(5-Chloro-2-cyanophenyl)-6-methoxypyridine-3-carbonitrile). RXN SMILES: [C:1]([C:3]1[C:4](B(O)O)=[CH:5][C:6]([O:9][CH3:10])=[N:7][CH:8]=1)#[N:2].Br[C:15]1[CH:22]=[C:21]([Cl:23])[CH:20]=[CH:19][C:16]=1[C:17]#[N:18]>>[Cl:23][C:21]1[CH:20]=[CH:19][C:16]([C:17]#[N:18])=[C:15]([C:4]2[CH:5]=[C:6]([O:9][CH3:10])[N:7]=[CH:8][C:3]=2[C:1]#[N:2])[CH:22]=1. Procedure details: 600 mg (purity 89%, 3.0 mmol) of 5-cyano-2-methoxypyridin-4-ylboronic acid and 649 mg (3.0 mmol) of 2-bromo-4-chlorobenzonitrile in the presence of [1,1-bis(diphenylphosphino)ferrocene]palladium(II) chloride/dichloromethane monoadduct were reacted according to General Method 2A. After aqueous work-up, the crude product was triturated with water and then with cyclohexane/ethyl acetate (7:3), and the solid was filtered off and dried under high vacuum. Yield: 399 mg (purity 94%, 46% of theory) Starting materials: CO, COC(=O)c1c(-c2ccccc2)noc1C, [Na+], [OH-], O. Product: Cc1onc(-c2ccccc2)c1C(=O)O. RXN SMILES: [CH3:19][OH:20].[CH3:1][O:2][C:3](=[O:4])[c:5]1[c:6](-[c:11]2[cH:12][cH:13][cH:14][cH:15][cH:16]2)[n:7][o:8][c:9]1[CH3:10].[Na+:18].[OH-:17].[OH2:21]>>[O:2]=[C:3]([OH:4])[c:5]1[c:6](-[c:11]2[cH:12][cH:13][cH:14][cH:15][cH:16]2)[n:7][o:8][c:9]1[CH3:10].